From a dataset of the Open Reaction Database (ORD), a public repository of structured organic reaction records. describe an organic reaction: reactants, conditions, products, and yield Starting materials: ClC1=NC=C(C(=N1)NC1=CC2=C(C=C1)OCCO2)F (2-chloro-N4-(3,4-ethylenedioxyphenyl)-5-fluoro-4-pyrimidineamine), FC1=CC=C(N)C=C1 (4-fluoroaniline). The product is C1OC=2C=C(C=CC2OC1)NC1=NC(=NC=C1F)NC1=CC=C(C=C1)F (N4-(3,4-ethylenedioxyphenyl)-N2-(4-fluorophenyl)-5-fluoro-2,4-pyrimidinediamine). Reaction SMILES: Cl[C:2]1[N:7]=[C:6]([NH:8][C:9]2[CH:14]=[CH:13][C:12]3[O:15][CH2:16][CH2:17][O:18][C:11]=3[CH:10]=2)[C:5]([F:19])=[CH:4][N:3]=1.[F:20][C:21]1[CH:27]=[CH:26][C:24]([NH2:25])=[CH:23][CH:22]=1>>[CH2:17]1[CH2:16][O:15][C:12]2[CH:13]=[CH:14][C:9]([NH:8][C:6]3[C:5]([F:19])=[CH:4][N:3]=[C:2]([NH:25][C:24]4[CH:26]=[CH:27][C:21]([F:20])=[CH:22][CH:23]=4)[N:7]=3)=[CH:10][C:11]=2[O:18]1. Reported procedure: In like manner to the preparation of N4-(3,4-ethylenedioxyphenyl)-5-fluoro-N2-(3-hydroxyphenyl)-2,4-pyrimidinediamine, 2-chloro-N4-(3,4-ethylenedioxyphenyl)-5-fluoro-4-pyrimidineamine and 4-fluoroaniline were reacted to yield N4-(3,4-ethylenedioxyphenyl)-N2-(4-fluorophenyl)-5-fluoro-2,4-pyrimidinediamine. 1H NMR (CDCl3): δ 7.92 (bs, 1H), 7.80 (bs, 1H), 7.60 (bd, 2H), 6.90 (m, 2H), 6.80 (bs, 1H), 6.65 (bs, 1H), 4.25 (s, 4H); LCMS: ret. time: 22.87 min.; purity: 97%; MS (m/e): 357 (MH+).